Dataset: the Open Reaction Database (ORD), a public repository of structured organic reaction records. Task: describe an organic reaction: reactants, conditions, products, and yield Reactants: N([C@@H](CC1=CC=C(C=C1)O)C(=O)OC)C(=O)OCC1=CC=CC=C1 (Z-L-Tyr-OMe), ice water, NCC(=O)NCC(=O)O (H-Gly-Gly), Cl (HCl). The solvent is CS(=O)C (DMSO), tris-HCl. Conditions: time 30 minute. Product: N([C@@H](CC1=CC=C(C=C1)O)C(=O)NCC(=O)NCC(=O)O)C(=O)OCC1=CC=CC=C1 (Z-Tyr-Gly-Gly). RXN SMILES: [NH:1]([C:15]([O:17][CH2:18][C:19]1[CH:24]=[CH:23][CH:22]=[CH:21][CH:20]=1)=[O:16])[C@H:2]([C:11]([O:13]C)=O)[CH2:3][C:4]1[CH:9]=[CH:8][C:7]([OH:10])=[CH:6][CH:5]=1.[NH2:25][CH2:26][C:27]([NH:29][CH2:30][C:31]([OH:33])=[O:32])=[O:28].Cl>CS(C)=O>[NH:1]([C:15]([O:17][CH2:18][C:19]1[CH:24]=[CH:23][CH:22]=[CH:21][CH:20]=1)=[O:16])[C@H:2]([C:11]([NH:25][CH2:26][C:27]([NH:29][CH2:30][C:31]([OH:33])=[O:32])=[O:28])=[O:13])[CH2:3][C:4]1[CH:5]=[CH:6][C:7]([OH:10])=[CH:8][CH:9]=1. Procedure: 330 mg (1 mmole) of Z-L-Tyr-OMe, 400 mg (2.2 mmole) of H-Gly-Gly-Ome, HCl were suspended in 5 mL DMSO and 5 mL 0.1 M tris-HCl, pH 8.9. 25 mg of α-chymotrypsin were added and the reaction stirred for 30 minutes. Five volumes of ice water were added, and the precipitate collected by filtration. Yield 312 mg (70%, based on acyl-donor). Amino acid analysis: tyr1.0,gly2.1. Reactants: C(C)(C)(C)OC(=O)N1C[C@H]([C@@H](C1)CNC1=CC=CC=C1)CN(C(C1=CC(=C(C=C1)OC)OCCCOC)=O)C(C)C ((3R*,4R*)-3-({isopropyl-[4-methoxy-3-(3-methoxy-propoxy)-benzoyl]-amino}-methyl)-4-phenylaminomethyl-pyrrolidine-1-carboxylic acid tert-butyl ester), C(=O)(C(F)(F)F)O (TFA), C(=O)(O)[O-].[Na+] (NaHCO3). The solvent is C(Cl)Cl (CH2Cl2). Reaction conditions: time 2 hour. The product is C(C)(C)N(C(C1=CC(=C(C=C1)OC)OCCCOC)=O)C[C@@H]1CNC[C@H]1CNC1=CC=CC=C1 (N-Isopropyl-4-methoxy-3-(3-methoxy-propoxy)-N-((3S*,4S*)-4-phenylamino methyl-pyrrolidin-3-ylmethyl)-benzamide). As a reaction SMILES: C(OC([N:8]1[CH2:12][C@@H:11]([CH2:13][NH:14][C:15]2[CH:20]=[CH:19][CH:18]=[CH:17][CH:16]=2)[C@H:10]([CH2:21][N:22]([CH:39]([CH3:41])[CH3:40])[C:23](=[O:38])[C:24]2[CH:29]=[CH:28][C:27]([O:30][CH3:31])=[C:26]([O:32][CH2:33][CH2:34][CH2:35][O:36][CH3:37])[CH:25]=2)[CH2:9]1)=O)(C)(C)C.C(O)(C(F)(F)F)=O.C([O-])(O)=O.[Na+]>C(Cl)Cl>[CH:39]([N:22]([CH2:21][C@H:10]1[C@H:11]([CH2:13][NH:14][C:15]2[CH:20]=[CH:19][CH:18]=[CH:17][CH:16]=2)[CH2:12][NH:8][CH2:9]1)[C:23](=[O:38])[C:24]1[CH:29]=[CH:28][C:27]([O:30][CH3:31])=[C:26]([O:32][CH2:33][CH2:34][CH2:35][O:36][CH3:37])[CH:25]=1)([CH3:41])[CH3:40] |f:2.3|. Procedure details: To a solution of (3R*,4R*)-3-({isopropyl-[4-methoxy-3-(3-methoxy-propoxy)-benzoyl]-amino}-methyl)-4-phenylaminomethyl-pyrrolidine-1-carboxylic acid tert-butyl ester (65 mg, 0.12 mmol) in 2 mL CH2Cl2, TFA (139 μL, 1.8 mmol) is added. The mixture is stirred 2 h at RT, and poured into a saturated solution of NaHCO3. The layers are separated, and the aqueous one is back-extracted twice with CH2Cl2. The combined organic extracts are dried over Na2SO4, filtered and concentrated. The crude material is ...